This data is from the Open Reaction Database (ORD), a public repository of structured organic reaction records. The task is: describe an organic reaction: reactants, conditions, products, and yield Reactants: CC(C)(C)C1CCC(Oc2ccc3c(c2)CCC(C2(C)COC(=O)N2)C3)CC1, ClCCl, [Cl-], [Cl-], [Cl-], [Cl-], O=C1CCC(=O)N1I, [Zr+4]. Product: CC(C)(C)C1CCC(Oc2ccc3c(c2I)CCC(C2(C)COC(=O)N2)C3)CC1. Reaction SMILES: [C:1]([CH3:2])([CH3:3])([CH3:4])[CH:5]1[CH2:6][CH2:7][CH:8]([O:11][c:12]2[cH:13][c:14]3[c:19]([cH:20][cH:21]2)[CH2:18][CH:17]([C:22]2([CH3:28])[NH:23][C:24](=[O:27])[O:25][CH2:26]2)[CH2:16][CH2:15]3)[CH2:9][CH2:10]1.[CH2:37]([Cl:38])[Cl:39].[Cl-:40].[Cl-:41].[Cl-:42].[Cl-:43].[I:29][N:30]1[C:31](=[O:32])[CH2:33][CH2:34][C:35]1=[O:36].[Zr+4:44]>>[C:1]([CH3:2])([CH3:3])([CH3:4])[CH:5]1[CH2:6][CH2:7][CH:8]([O:11][c:12]2[c:13]([I:29])[c:14]3[c:19]([cH:20][cH:21]2)[CH2:18][CH:17]([C:22]2([CH3:28])[NH:23][C:24](=[O:27])[O:25][CH2:26]2)[CH2:16][CH2:15]3)[CH2:9][CH2:10]1.